Dataset: the Open Reaction Database (ORD), a public repository of structured organic reaction records. Task: describe an organic reaction: reactants, conditions, products, and yield Reactants: COC=1C=C(C(=O)OCC)C=CC1OCCNCC (ethyl 3-methoxy-4-(2-ethylaminoethoxy)benzoate), pentafluorophenyl ester, COC=1C=C(C=CC1N(C(=O)N)C1=C(C=CC=C1)C)CC(=O)O (3-methoxy-4-[N-(2-methylphenyl)ureido]phenylacetic acid). Solvent: CN(C)C=O (DMF), CCOC(=O)C (EtOAc). Run at time 8 hour. The product is COC=1C=C(C(=O)OCC)C=CC1OCCNCCC(CC1=CC(=C(C=C1)NC(=O)NC1=C(C=CC=C1)C)OC)=O (ethyl 3-methoxy-4-[2-[3-methoxy-4-[N′-(2-methylphenyl)ureido]phenylacetyl]ethylaminoethoxy]benzoate). The yield is 180.7%. As a reaction SMILES: [CH3:1][O:2][C:3]1[CH:4]=[C:5]([CH:11]=[CH:12][C:13]=1[O:14][CH2:15][CH2:16][NH:17][CH2:18][CH3:19])[C:6]([O:8][CH2:9][CH3:10])=[O:7].[CH3:20][O:21][C:22]1[CH:23]=[C:24]([CH2:39][C:40]([OH:42])=O)[CH:25]=[CH:26][C:27]=1[N:28](C1C=CC=CC=1C)[C:29]([NH2:31])=[O:30]>CN(C=O)C.CCOC(C)=O>[CH3:1][O:2][C:3]1[CH:4]=[C:5]([CH:11]=[CH:12][C:13]=1[O:14][CH2:15][CH2:16][NH:17][CH2:18][CH2:19][C:40](=[O:42])[CH2:39][C:24]1[CH:25]=[CH:26][C:27]([NH:28][C:29]([NH:31][C:4]2[CH:3]=[CH:13][CH:12]=[CH:11][C:5]=2[CH3:6])=[O:30])=[C:22]([O:21][CH3:20])[CH:23]=1)[C:6]([O:8][CH2:9][CH3:10])=[O:7]. Procedure details: To a stirred solution of ethyl 3-methoxy-4-(2-ethylaminoethoxy)benzoate (290 mg, 1.08 mmol) and pentafluorophenyl ester of 3-methoxy-4-[N-(2-methylphenyl)ureido]phenylacetic acid (502 mg, 1.05 mmol) in DMF (7 mL) was added Et3 N (250 μl, 1.79 mmol), and the resulting mixture was stirred overnight. The mixture was diluted with EtOAc, washed with 0.5 N HCl, brine, and dried over Na2SO4. The solvent was evaporated and the residue was purified by column chromatography on silica-gel with CHCl3-MeOH (... Starting materials: CCCCCCC(=O)c1cc(C)ccc1OC, CC(C)(C)[O-], CCO, CCOC(=O)CCl, [K+], [Na], O, c1ccccc1. Yields the product CCCCCCC(C=O)c1cc(C)ccc1OC. Reaction SMILES: [CH3:1][O:2][c:3]1[c:4]([C:10]([CH2:11][CH2:12][CH2:13][CH2:14][CH2:15][CH3:16])=[O:17])[cH:5][c:6]([CH3:9])[cH:7][cH:8]1.[CH3:25][C:26]([CH3:27])([O-:28])[CH3:29].[CH3:33][CH2:34][OH:35].[Cl:18][CH2:19][C:20](=[O:21])[O:22][CH2:23][CH3:24].[K+:30].[Na:31].[OH2:32].[cH:36]1[cH:37][cH:38][cH:39][cH:40][cH:41]1>>[CH3:1][O:2][c:3]1[c:4]([CH:10]([CH2:11][CH2:12][CH2:13][CH2:14][CH2:15][CH3:16])[CH:20]=[O:21])[cH:5][c:6]([CH3:9])[cH:7][cH:8]1. The reactants are O[C@@H]1[C@]2(C)[C@@H](CC1)[C@@H]1CCC3=C(C(CC[C@]3(C)[C@H]1CC2)=O)C (17β-hydroxy-4-methylandrost-4-en-3-one), [H-].[Na+] (sodium hydride), C(=O)OC (methyl formate), O[C@@]1([C@]2(C)[C@@H](CC1)[C@@H]1CCC3=C(C(C(C[C@]3(C)[C@H]1CC2)=CO)=O)C)C (17β-Hydroxy-2-hydroxymethylene-4,17-dimethylandrost-4-en-3-one). The product is OC=C1C(C(=C2CC[C@H]3[C@@H]4CC[C@@H]([C@@]4(C)CC[C@@H]3[C@]2(C1)C)O)C)=O (2-Hydroxymethylene-17β-hydroxy-4-methylandrost-4-en-3-one). As a reaction SMILES: O[C@H]1CC[C@H]2[C@H]3[C@H](CC[C@]12C)[C@]1(C)C(=C(C)C(=O)CC1)CC3.C(OC)=O.[OH:27][C@@:28]1(C)[CH2:33][CH2:32][C@H:31]2[C@H:34]3[C@H:44]([CH2:45][CH2:46][C@:29]12[CH3:30])[C@:42]1([CH3:43])[C:37](=[C:38]([CH3:50])[C:39](=[O:49])[C:40](=[CH:47][OH:48])[CH2:41]1)[CH2:36][CH2:35]3.[H-].[Na+]>>[OH:48][CH:47]=[C:40]1[CH2:41][C@@:42]2([CH3:43])[C:37]([CH2:36][CH2:35][C@@H:34]3[C@@H:44]2[CH2:45][CH2:46][C@@:29]2([CH3:30])[C@H:31]3[CH2:32][CH2:33][C@@H:28]2[OH:27])=[C:38]([CH3:50])[C:39]1=[O:49] |f:3.4|. Procedure: 2-Hydroxymethylene-17β-hydroxy-4-methylandrost-4-en-3-one was prepared from 32.28 g. of 17β-hydroxy-4-methylandrost-4-en-3-one and 32 ml. of methyl formate by a procedure analogous to that of Example 1, part (c) except that sodium hydride (15 g., 50%) was used in place of sodium methoxide. The 20 g. of product obtained was used directly in the next reaction.